The task is: describe an organic reaction: reactants, conditions, products, and yield. This data is from the Open Reaction Database (ORD), a public repository of structured organic reaction records. The reactants are BrCc1ccccc1, CC#N, c1ccc(C2=NCCc3ccccc32)cc1. The product is [Br-], c1ccc(C[N+]2=C(c3ccccc3)c3ccccc3CC2)cc1. Reaction SMILES: [Br:17][CH2:18][c:19]1[cH:20][cH:21][cH:22][cH:23][cH:24]1.[CH3:25][C:26]#[N:27].[c:1]1([C:7]2=[N:8][CH2:9][CH2:10][c:11]3[cH:12][cH:13][cH:14][cH:15][c:16]32)[cH:2][cH:3][cH:4][cH:5][cH:6]1>>[Br-:17].[c:1]1([C:7]2=[N+:8]([CH2:18][c:19]3[cH:20][cH:21][cH:22][cH:23][cH:24]3)[CH2:9][CH2:10][c:11]3[cH:12][cH:13][cH:14][cH:15][c:16]32)[cH:2][cH:3][cH:4][cH:5][cH:6]1. Starting materials: C(C(=O)Cl)(=O)Cl (oxalyl chloride), CC1=C(N=C(O1)C1=CC=C(C(=O)O)C=C1)CS(=O)(=O)C1=CC(=CC=C1)OC (4-(5-Methyl-4-{[(3-methoxyphenyl)sulfonyl]methyl}-1,3-oxazol-2-yl)benzoic Acid), N1=CC(=CC=C1)CN (3-pyridinylmethylamine). Yields the product CC1=C(N=C(O1)C1=CC=C(C(=O)NCC=2C=NC=CC2)C=C1)CS(=O)(=O)C1=CC(=CC=C1)OC (4-(5-Methyl-4-{[(3-methoxyphenyl)sulfonyl]methyl}-1,3-oxazol-2-yl)-N-(3-pyridinylmethyl)benzamide). Yield: 25.9%. As a reaction SMILES: C(Cl)(=O)C(Cl)=O.[CH3:7][C:8]1[O:12][C:11]([C:13]2[CH:21]=[CH:20][C:16]([C:17]([OH:19])=O)=[CH:15][CH:14]=2)=[N:10][C:9]=1[CH2:22][S:23]([C:26]1[CH:31]=[CH:30][CH:29]=[C:28]([O:32][CH3:33])[CH:27]=1)(=[O:25])=[O:24].[N:34]1[CH:39]=[CH:38][CH:37]=[C:36]([CH2:40][NH2:41])[CH:35]=1>>[CH3:7][C:8]1[O:12][C:11]([C:13]2[CH:14]=[CH:15][C:16]([C:17]([NH:41][CH2:40][C:36]3[CH:35]=[N:34][CH:39]=[CH:38][CH:37]=3)=[O:19])=[CH:20][CH:21]=2)=[N:10][C:9]=1[CH2:22][S:23]([C:26]1[CH:31]=[CH:30][CH:29]=[C:28]([O:32][CH3:33])[CH:27]=1)(=[O:24])=[O:25]. Reported procedure: Reaction of oxalyl chloride (50 λL, 0.57 mmol) and benzoic acid 38 (146 mg, 0.38 mmol) with subsequent coupling to 3-pyridinylmethylamine (43 λL, 0.42 mmol) gave benzamide 39 (47 mg, 26%) as a white powder: mp (EtOAc) 143-145° C.; 1H NMR δ 9.23 (t, J=5.8 Hz, 1H, CONH), 8.56 (d, J=1.6 Hz, 1H, H-2′), 8.46 (dd, J=4.7, 1.4 Hz, 1H, H-6′), 8.00 (br d, J=8.5 Hz, 2H, H-2, H-6), 7.91 (br d, J=8.5 Hz, 2H, H-3, H-5), 7.74 (br d, J=7.9 Hz, 1H, H-4′), 7.53 (br dd, J=8.9, 7.6 Hz, 1H, H-5″), 7.34-7.39 (m, 2H, ... Reactants: FC(C1=CC=C(N=N1)O)(F)F (6-Trifluoromethyl-pyridazin-3-ol), BrN1C(CCC1=O)=O (N-bromosuccinimide). Solvent: ClCCl (dichloromethane), C(C)(=O)O (acetic acid), C(C)#N (acetonitrile). Conditions: temperature 60 celsius, time 16 hour. Yields the product BrC1=C(N=NC(=C1)C(F)(F)F)O (4-Bromo-6-trifluoromethyl-pyridazin-3-ol). The yield is 95.2%. As a reaction SMILES: [F:1][C:2]([F:11])([F:10])[C:3]1[N:8]=[N:7][C:6]([OH:9])=[CH:5][CH:4]=1.[Br:12]N1C(=O)CCC1=O>C(O)(=O)C.C(#N)C.ClCCl>[Br:12][C:5]1[CH:4]=[C:3]([C:2]([F:1])([F:10])[F:11])[N:8]=[N:7][C:6]=1[OH:9]. Procedure details: A mixture of 6-trifluoromethyl-pyridazin-3-ol (9.0 g, 54.9 mmol) (D3) and N-bromosuccinimide (12.7 g, 71.4 mmol) in a mixture of acetic acid (15 ml) and acetonitrile (350 ml) was stirred at 60° C. for 6 h. and at room temperature for a further 16 h. After this period, the reaction mixture was diluted with dichloromethane and extracted with a 10% solution of sodium thiosulfite. The organic layer was separated, dried (MgSO4) and the solvent evaporated in vacuo to yield D4 (12.7 g, 95%) as a yellow... Starting materials: C(C)(C)(C)OC(=O)N1[C@@H](CN([C@H](C1)CN1C(CCC1)=O)CC(=O)OCC1=CC=CC=C1)C ((2R,5S)-4-Benzyloxycarbonylmethyl-2-methyl-5-(2-oxo-pyrrolidin-1-ylmethyl)-piperazine-1-carboxylic acid tert-butyl ester). The reagents and catalysts are [Pd] (Pd/C). Solvent: CCOC(=O)C (EtOAc). Conditions: time 30 minute. Yields the product C(C)(C)(C)OC(=O)N1[C@@H](CN([C@H](C1)CN1C(CCC1)=O)CC(=O)O)C ((2R,5S)-4-Carboxymethyl-2-methyl-5-(2-oxo-pyrrolidin-1-ylmethyl)-piperazine-1-carboxylic acid tert-butyl ester). Isolated yield 84.6%. Reaction SMILES: [C:1]([O:5][C:6]([N:8]1[CH2:13][C@H:12]([CH2:14][N:15]2[CH2:19][CH2:18][CH2:17][C:16]2=[O:20])[N:11]([CH2:21][C:22]([O:24]CC2C=CC=CC=2)=[O:23])[CH2:10][C@H:9]1[CH3:32])=[O:7])([CH3:4])([CH3:3])[CH3:2]>CCOC(C)=O.[Pd]>[C:1]([O:5][C:6]([N:8]1[CH2:13][C@H:12]([CH2:14][N:15]2[CH2:19][CH2:18][CH2:17][C:16]2=[O:20])[N:11]([CH2:21][C:22]([OH:24])=[O:23])[CH2:10][C@H:9]1[CH3:32])=[O:7])([CH3:4])([CH3:2])[CH3:3]. Procedure: (2R,5S)-4-Benzyloxycarbonylmethyl-2-methyl-5-(2-oxo-pyrrolidin-1-ylmethyl)-piperazine-1-carboxylic acid tert-butyl ester (4.29 g, 9.64 mmol) and 10% Pd/C (1.35 g, 1 mmol) in EtOAc (45.9 mL) were hydrogenated at room temperature and 1 bar. After stirring for 30 minutes, the reaction was filtered and solids washed with EtOAc. The filtrate was evaporated in vacuo and the residue azeotroped with toluene to give the title compound (2.9 g,). MS: [M+H]+=356. Reactants: CC(C)(C)OC(=O)N1CCN2CC(CO)CCC2C1, O, O=C(O)C(F)(F)F. Yields the product OCC1CCC2CNCCN2C1. Reaction SMILES: [C:1]([O:2][C:3]([CH3:4])([CH3:5])[CH3:6])(=[O:7])[N:8]1[CH2:9][CH:10]2[N:11]([CH2:12][CH2:13]1)[CH2:14][CH:15]([CH2:18][OH:19])[CH2:16][CH2:17]2.[OH2:27].[OH:20][C:21]([C:22]([F:23])([F:24])[F:25])=[O:26]>>[NH:8]1[CH2:9][CH:10]2[N:11]([CH2:12][CH2:13]1)[CH2:14][CH:15]([CH2:18][OH:19])[CH2:16][CH2:17]2. Starting materials: C(C)(C)[C@@H]1N(C(OC1)=O)C1=NC(=NC=C1)N[C@@H](C)C1=CC=C(C=O)C=C1 (4-((S)-1-(4-((S)-4-isopropyl-2-oxooxazolidin-3-yl)pyrimidin-2-ylamino)ethyl)benzaldehyde), CC1(N(CCNC1)C(=O)OC(C)(C)C)C (tert-butyl 2,2-dimethylpiperazine-1-carboxylate), C(C)(=O)O (acetic acid). The reagents and catalysts are O (water). The solvent is CO (MeOH), CCOC(=O)C (EtOAc). Conditions: temperature 50 celsius, time 4 hour. Product: C(C)(C)[C@@H]1N(C(OC1)=O)C1=NC(=NC=C1)N[C@@H](C)C1=CC=C(CN2CC(N(CC2)C(=O)OC(C)(C)C)(C)C)C=C1 (tert-butyl 4-(4-((S)-1-(4-((S)-4-isopropyl-2-oxooxazolidin-3-yl)pyrimidin-2-ylamino)ethyl)benzyl)-2,2-dimethylpiperazine-1-carboxylate). Isolated yield 72.4%. RXN SMILES: [CH:1]([C@H:4]1[CH2:8][O:7][C:6](=[O:9])[N:5]1[C:10]1[CH:15]=[CH:14][N:13]=[C:12]([NH:16][C@H:17]([C:19]2[CH:26]=[CH:25][C:22]([CH:23]=O)=[CH:21][CH:20]=2)[CH3:18])[N:11]=1)([CH3:3])[CH3:2].[CH3:27][C:28]1([CH3:41])[CH2:33][NH:32][CH2:31][CH2:30][N:29]1[C:34]([O:36][C:37]([CH3:40])([CH3:39])[CH3:38])=[O:35].C(O)(=O)C>CO.O.CCOC(C)=O>[CH:1]([C@H:4]1[CH2:8][O:7][C:6](=[O:9])[N:5]1[C:10]1[CH:15]=[CH:14][N:13]=[C:12]([NH:16][C@H:17]([C:19]2[CH:26]=[CH:25][C:22]([CH2:23][N:32]3[CH2:31][CH2:30][N:29]([C:34]([O:36][C:37]([CH3:40])([CH3:39])[CH3:38])=[O:35])[C:28]([CH3:41])([CH3:27])[CH2:33]3)=[CH:21][CH:20]=2)[CH3:18])[N:11]=1)([CH3:2])[CH3:3]. Procedure: A solution of 4-((S)-1-(4-((S)-4-isopropyl-2-oxooxazolidin-3-yl)pyrimidin-2-ylamino)ethyl)benzaldehyde (71 mg, 0.2 mmol) and tert-butyl 2,2-dimethylpiperazine-1-carboxylate (47.1 mg, 0.22 mmol) in MeOH (4 mL) was added acetic acid (14.4 mg, 0.24 mmol) and 5-Ethyl-2-methylpyridine borane complex (27 mg, 0.2 mmol, sigma aldrich). The solution was stirred at 50° C. for 4 h then 5 drops of water was added. The solution was stirred at room temperature for another 2 h then diluted with EtOAc (10 mL) a... Reactants: BrCc1ccccc1, CCN(CC)C(=O)c1ccc(C(CCN2CCC(n3c(=O)[nH]c4ccccc43)CC2)c2cccc(OC)c2)cc1, CN(C)C=O, [H-], [Na+], O. Product: CCN(CC)C(=O)c1ccc(C(CCN2CCC(n3c(=O)n(Cc4ccccc4)c4ccccc43)CC2)c2cccc(OC)c2)cc1. As a reaction SMILES: [Br:43][CH2:44][c:45]1[cH:46][cH:47][cH:48][cH:49][cH:50]1.[CH2:1]([CH3:2])[N:3]([C:4](=[O:5])[c:6]1[cH:7][cH:8][c:9]([CH:12]([CH2:13][CH2:14][N:15]2[CH2:16][CH2:17][CH:18]([n:21]3[c:22](=[O:30])[nH:23][c:24]4[c:25]3[cH:26][cH:27][cH:28][cH:29]4)[CH2:19][CH2:20]2)[c:31]2[cH:32][c:33]([O:37][CH3:38])[cH:34][cH:35][cH:36]2)[cH:10][cH:11]1)[CH2:39][CH3:40].[CH3:52][N:53]([CH3:54])[CH:55]=[O:56].[H-:41].[Na+:42].[OH2:51]>>[CH2:1]([CH3:2])[N:3]([C:4](=[O:5])[c:6]1[cH:7][cH:8][c:9]([CH:12]([CH2:13][CH2:14][N:15]2[CH2:16][CH2:17][CH:18]([n:21]3[c:22](=[O:30])[n:23]([CH2:44][c:45]4[cH:46][cH:47][cH:48][cH:49][cH:50]4)[c:24]4[c:25]3[cH:26][cH:27][cH:28][cH:29]4)[CH2:19][CH2:20]2)[c:31]2[cH:32][c:33]([O:37][CH3:38])[cH:34][cH:35][cH:36]2)[cH:10][cH:11]1)[CH2:39][CH3:40]. Procedure: Methyl 4-methyl-3-(4-oxo-6-piperazin-1-ylquinazolin-3(4H)-yl)benzoate (1.41 g), (bromomethyl)cyclopropane (0.40 ml), and potassium carbonate (2.1 g) were stirred in DMF (9.4 ml) at 60° C. for 18 hours. The reaction mixture was diluted with ethyl acetate and washed with water (×3). The combined aqueous layers was extracted with EtOAc and the organic layers combined, washed with brine, dried (magnesium sulphate) and concentrated to yield a brown glass. MeOH was added and the resultant solid collec... Reaction SMILES: [CH3:1][C:2]1[CH:11]=[CH:10][C:5]([C:6]([O:8][CH3:9])=[O:7])=[CH:4][C:3]=1[N:12]1[C:21](=[O:22])[C:20]2[C:15](=[CH:16][CH:17]=[C:18]([N:23]3[CH2:28][CH2:27][NH:26][CH2:25][CH2:24]3)[CH:19]=2)[N:14]=[CH:13]1.Br[CH2:30][CH:31]1[CH2:33][CH2:32]1.C(=O)([O-])[O-].[K+].[K+].CO>CN(C=O)C.C(OCC)(=O)C>[CH:31]1([CH2:30][N:26]2[CH2:27][CH2:28][N:23]([C:18]3[CH:19]=[C:20]4[C:15](=[CH:16][CH:17]=3)[N:14]=[CH:13][N:12]([C:3]3[CH:4]=[C:5]([CH:10]=[CH:11][C:2]=3[CH3:1])[C:6]([O:8][CH3:9])=[O:7])[C:21]4=[O:22])[CH2:24][CH2:25]2)[CH2:33][CH2:32]1 |f:2.3.4|. Product: C1(CC1)CN1CCN(CC1)C=1C=C2C(N(C=NC2=CC1)C=1C=C(C(=O)OC)C=CC1C)=O (methyl 3-[6-[4-(cyclopropylmethyl)piperazin-1-yl]-4-oxoquinazolin-3(4H)-yl]-4-methylbenzoate). Run in CN(C)C=O (DMF), C(C)(=O)OCC (ethyl acetate). Reactants: CO (MeOH), CC1=C(C=C(C(=O)OC)C=C1)N1C=NC2=CC=C(C=C2C1=O)N1CCNCC1 (Methyl 4-methyl-3-(4-oxo-6-piperazin-1-ylquinazolin-3(4H)-yl)benzoate), BrCC1CC1 ((bromomethyl)cyclopropane), C([O-])([O-])=O.[K+].[K+] (potassium carbonate). Starting materials: [H-].C(C(C)C)[Al+]CC(C)C (Diisobutylaluminum hydride), COC(C1=CC(=CC=C1)SC1=C(N(C2=CC(=CC=C12)Cl)CC1=CC=CC=C1)C)=O (3-(1-Benzyl-6-chloro-2-methyl-1H-indol-3-ylsulfanyl)-benzoic acid methyl ester), [H-].C(C(C)C)[Al+]CC(C)C (diisobutylaluminum hydride). The solvent is C1CCOC1 (THF). Conditions: temperature -78 celsius, time 30 minute. Product: C(C1=CC=CC=C1)N1C(=C(C2=CC=C(C=C12)Cl)SC=1C=C(C=CC1)CO)C ([3-(1-Benzyl-6-chloro-2-methyl-1H-indol-3-ylsulfanyl)-phenyl]-methanol). RXN SMILES: C[O:2][C:3](=O)[C:4]1[CH:9]=[CH:8][CH:7]=[C:6]([S:10][C:11]2[C:19]3[C:14](=[CH:15][C:16]([Cl:20])=[CH:17][CH:18]=3)[N:13]([CH2:21][C:22]3[CH:27]=[CH:26][CH:25]=[CH:24][CH:23]=3)[C:12]=2[CH3:28])[CH:5]=1.[H-].C([Al+]CC(C)C)C(C)C>C1COCC1>[CH2:21]([N:13]1[C:14]2[C:19](=[CH:18][CH:17]=[C:16]([Cl:20])[CH:15]=2)[C:11]([S:10][C:6]2[CH:5]=[C:4]([CH2:3][OH:2])[CH:9]=[CH:8][CH:7]=2)=[C:12]1[CH3:28])[C:22]1[CH:27]=[CH:26][CH:25]=[CH:24][CH:23]=1 |f:1.2|. Procedure details: 3-(1-Benzyl-6-chloro-2-methyl-1H-indol-3-ylsulfanyl)-benzoic acid methyl ester (1.08 g, 2.6 mmol) was dissolved in THF (20 mL) and the solution was cooled to −78° C. Diisobutylaluminum hydride (6.5 mL, 1.0M in THF, 6.5 mmol) was added dropwise and the reaction was stirred for 30 minutes then an additional amount of diisobutylaluminum hydride (6.5 mL, 1.0M in THF, 6.5 mmol) was added. The reaction was allowed to warm to 0° C. then quenched with H2O and HCl(aq.). The reaction was submitted to a st... Reactants: CCOC(=O)C=C(C)Cl, Oc1ccccc1OCc1ccccc1, CC(C)(C)[O-], [K+], C1CCOC1. Product: CCOC(=O)C=C(C)Oc1ccccc1OCc1ccccc1. RXN SMILES: [CH2:22]([CH3:23])[O:24][C:25]([CH:26]=[C:27]([CH3:28])[Cl:29])=[O:30].[CH2:7]([c:8]1[cH:9][cH:10][cH:11][cH:12][cH:13]1)[O:14][c:15]1[c:16]([OH:21])[cH:17][cH:18][cH:19][cH:20]1.[CH3:1][C:2]([CH3:3])([O-:4])[CH3:5].[K+:6].[O:31]1[CH2:32][CH2:33][CH2:34][CH2:35]1>>[CH2:7]([c:8]1[cH:9][cH:10][cH:11][cH:12][cH:13]1)[O:14][c:15]1[c:16]([O:21][C:27](=[CH:26][C:25]([O:24][CH2:22][CH3:23])=[O:30])[CH3:28])[cH:17][cH:18][cH:19][cH:20]1.